This data is from the Open Reaction Database (ORD), a public repository of structured organic reaction records. The task is: describe an organic reaction: reactants, conditions, products, and yield Starting materials: [Li]CCCC, Cc1ccccc1NC(=O)C(C)(C)C, CN=Cc1ccsc1, CCCCCC, Cc1ccccc1, C1CCOC1. The product is CNC(Cc1ccccc1NC(=O)C(C)(C)C)c1ccsc1. Reaction SMILES: [CH2:15]([Li:16])[CH2:17][CH2:18][CH3:19].[CH3:1][C:2]([C:3](=[O:4])[NH:5][c:6]1[c:7]([CH3:12])[cH:8][cH:9][cH:10][cH:11]1)([CH3:13])[CH3:14].[CH3:20][N:21]=[CH:22][c:23]1[cH:24][s:25][cH:26][cH:27]1.[CH3:33][CH2:34][CH2:35][CH2:36][CH2:37][CH3:38].[CH3:39][c:40]1[cH:41][cH:42][cH:43][cH:44][cH:45]1.[O:28]1[CH2:29][CH2:30][CH2:31][CH2:32]1>>[CH3:1][C:2]([C:3](=[O:4])[NH:5][c:6]1[c:7]([CH2:12][CH:22]([NH:21][CH3:20])[c:23]2[cH:24][s:25][cH:26][cH:27]2)[cH:8][cH:9][cH:10][cH:11]1)([CH3:13])[CH3:14]. The reactants are COC(CCCCCCCN1C(OC2=C1C=C(C=C2)[N+](=O)[O-])=O)=O (8-(5-nitro-2-oxo-benzoxazolin-3-yl)-caprylic acid methyl ester), [OH-].[Na+] (NaOH). Product: [N+](=O)([O-])C=1C=CC2=C(N(C(O2)=O)CCCCCCCC(=O)O)C1 (8-(5-Nitro-2-oxo-benzoxazolin-3-yl)-caprylic acid). RXN SMILES: C[O:2][C:3](=[O:24])[CH2:4][CH2:5][CH2:6][CH2:7][CH2:8][CH2:9][CH2:10][N:11]1[C:15]2[CH:16]=[C:17]([N+:20]([O-:22])=[O:21])[CH:18]=[CH:19][C:14]=2[O:13][C:12]1=[O:23].[OH-].[Na+]>>[N+:20]([C:17]1[CH:18]=[CH:19][C:14]2[O:13][C:12](=[O:23])[N:11]([CH2:10][CH2:9][CH2:8][CH2:7][CH2:6][CH2:5][CH2:4][C:3]([OH:24])=[O:2])[C:15]=2[CH:16]=1)([O-:22])=[O:21] |f:1.2|. Procedure details: The product is produced as described in example 22 from 18.3 g. of 8-(5-nitro-2-oxo-benzoxazolin-3-yl)-caprylic acid methyl ester and 2.4 g. of NaOH. Eluant in chromatographic purification: chloroform. Solvent: O1CCOCC1 (dioxane). Yield: 96.0%. As a reaction SMILES: [CH2:1]([O:4][CH2:5][CH:6]([NH2:9])[C:7]#[N:8])[CH:2]=[CH2:3].[OH:10][N:11]=[C:12]([CH2:16][CH:17]([CH3:19])[CH3:18])[C:13](O)=[O:14].C1(N=C=NC2CCCCC2)CCCCC1.C1(NC(NC2CCCCC2)=O)CCCCC1>O1CCOCC1>[CH2:1]([O:4][CH2:5][CH:6]([NH:9][C:13](=[O:14])[C:12](=[N:11][OH:10])[CH2:16][CH:17]([CH3:19])[CH3:18])[C:7]#[N:8])[CH:2]=[CH2:3]. Product: C(C=C)OCC(C#N)NC(C(CC(C)C)=NO)=O (3-allyloxy-2-(α-hydroxyiminoisocaproylamino)propionitrile). Reactants: C(C=C)OCC(C#N)N (3-allyloxy-2-aminopropionitrile), ON=C(C(=O)O)CC(C)C (α-hydroxyiminoisocaproic acid), C1(CCCCC1)NC(=O)NC1CCCCC1 (N,N'-dicyclohexylurea), C1(CCCCC1)N=C=NC1CCCCC1 (N,N'-dicyclohexylcarbodiimide). Procedure details: In 750 ml of dioxane were dissolved 52 g of 3-allyloxy-2-aminopropionitrile, 40 g of α-hydroxyiminoisocaproic acid and 34.9 g of N-hdyroxysuccinimide. Thereto was added 59.7 g of N,N'-dicyclohexylcarbodiimide. The mixture was subjected to a reaction for 16 hours at room temperature. After completion of the reaction, N,N'-dicyclohexylurea was removed by filtration. The filtrate was concentrated to remove dioxane. The resulting residue was mixed with 800 ml of ethyl acetate. The mixture was washed... The reactants are O=C1CCC(=O)N1Br, COC(=O)Cc1ccc(C#Cc2cc(C(C)(C)C)c(OC(C)C)c(CO)c2C)cc1, ClCCl, c1ccc(P(c2ccccc2)c2ccccc2)cc1. The product is COC(=O)Cc1ccc(C#Cc2cc(C(C)(C)C)c(OC(C)C)c(CBr)c2C)cc1. RXN SMILES: [Br:50][N:51]1[C:52](=[O:53])[CH2:54][CH2:55][C:56]1=[O:57].[CH3:1][O:2][C:3]([CH2:4][c:5]1[cH:6][cH:7][c:8]([C:11]#[C:12][c:13]2[c:14]([CH3:29])[c:15]([CH2:27][OH:28])[c:16]([O:23][CH:24]([CH3:25])[CH3:26])[c:17]([C:19]([CH3:20])([CH3:21])[CH3:22])[cH:18]2)[cH:9][cH:10]1)=[O:30].[Cl:58][CH2:59][Cl:60].[c:31]1([P:32]([c:33]2[cH:34][cH:35][cH:36][cH:37][cH:38]2)[c:39]2[cH:40][cH:41][cH:42][cH:43][cH:44]2)[cH:45][cH:46][cH:47][cH:48][cH:49]1>>[CH3:1][O:2][C:3]([CH2:4][c:5]1[cH:6][cH:7][c:8]([C:11]#[C:12][c:13]2[c:14]([CH3:29])[c:15]([CH2:27][Br:50])[c:16]([O:23][CH:24]([CH3:25])[CH3:26])[c:17]([C:19]([CH3:20])([CH3:21])[CH3:22])[cH:18]2)[cH:9][cH:10]1)=[O:30]. Starting materials: C(C)C1=NN(C2=CC=CC(=C12)NC(=O)C1=CN=C2N1C=CC(=C2)C(=O)NC2CNCC2)CC2=NC(=CC=C2)C (N3-(3-ethyl-1-((6-methylpyridin-2-yl)methyl)-1H-indazol-4-yl)-N7-(pyrrolidin-3-yl)imidazo[1,2-a]pyridine-3,7-dicarboxamide), C=O (HCHO), aqueous solution, [BH-](OC(=O)C)(OC(=O)C)OC(=O)C.[Na+] (NaBH(OAc)3). Run in C(Cl)Cl.CO (DCM MeOH). Run at time 1 hour. Yields the product C(C)C1=NN(C2=CC=CC(=C12)NC(=O)C1=CN=C2N1C=CC(=C2)C(=O)NC2CN(CC2)C)CC2=NC(=CC=C2)C (N3-(3-ethyl-1-((6-methylpyridin-2-yl)methyl)-1H-indazol-4-yl)-N7-(1-methylpyrrolidin-3-yl)imidazo[1,2-a]pyridine-3,7-dicarboxamide). The yield is 77.6%. RXN SMILES: [CH2:1]([C:3]1[C:11]2[C:6](=[CH:7][CH:8]=[CH:9][C:10]=2[NH:12][C:13]([C:15]2[N:19]3[CH:20]=[CH:21][C:22]([C:24]([NH:26][CH:27]4[CH2:31][CH2:30][NH:29][CH2:28]4)=[O:25])=[CH:23][C:18]3=[N:17][CH:16]=2)=[O:14])[N:5]([CH2:32][C:33]2[CH:38]=[CH:37][CH:36]=[C:35]([CH3:39])[N:34]=2)[N:4]=1)[CH3:2].C=O.[BH-](OC(C)=O)(OC(C)=O)O[C:44](C)=O.[Na+]>C(Cl)Cl.CO>[CH2:1]([C:3]1[C:11]2[C:6](=[CH:7][CH:8]=[CH:9][C:10]=2[NH:12][C:13]([C:15]2[N:19]3[CH:20]=[CH:21][C:22]([C:24]([NH:26][CH:27]4[CH2:31][CH2:30][N:29]([CH3:44])[CH2:28]4)=[O:25])=[CH:23][C:18]3=[N:17][CH:16]=2)=[O:14])[N:5]([CH2:32][C:33]2[CH:38]=[CH:37][CH:36]=[C:35]([CH3:39])[N:34]=2)[N:4]=1)[CH3:2] |f:2.3,4.5|. Procedure details: To N3-(3-ethyl-1-((6-methylpyridin-2-yl)methyl)-1H-indazol-4-yl)-N7-(pyrrolidin-3-yl)imidazo[1,2-a]pyridine-3,7-dicarboxamide (5 mg, 0.0096 mmol; prepared as in Example 46) in DCM/MeOH (1 mL/1 mL) was added HCHO as a 35% aqueous solution (16 mg, 0.19 mmol) and NaBH(OAc)3 (10 mg, 0.048 mmol). The reaction mixture was stirred for one hour, concentrated under reduced pressure and the residue was purified by silica gel chromatography (DCM/MeOH/NH4OH 10:1:0.1) to provide the final product (4 mg). MS ... Product: CC(C)(C)OC(=O)N1CCNC(C(c2ccccc2)c2ccccc2)C1. RXN SMILES: [C:1]([O:2][C:3]([CH3:4])([CH3:5])[CH3:6])([O:7][C:8]([CH3:9])([CH3:10])[CH3:11])=[O:12].[CH3:43][N:44]([CH3:45])[CH:46]=[O:47].[CH:15]([c:16]1[cH:17][cH:18][cH:19][cH:20][cH:21]1)([c:22]1[cH:23][cH:24][cH:25][cH:26][cH:27]1)[CH:28]1[NH:29][CH2:30][CH2:31][NH:32][CH2:33]1.[CH:34]([N:35]([CH2:36][CH3:37])[CH:38]([CH3:39])[CH3:40])([CH3:41])[CH3:42].[ClH:13].[ClH:14]>>[C:1]([O:7][C:8]([CH3:9])([CH3:10])[CH3:11])(=[O:12])[N:32]1[CH2:31][CH2:30][NH:29][CH:28]([CH:15]([c:16]2[cH:17][cH:18][cH:19][cH:20][cH:21]2)[c:22]2[cH:23][cH:24][cH:25][cH:26][cH:27]2)[CH2:33]1. The reactants are CC(C)(C)OC(=O)OC(C)(C)C, CN(C)C=O, c1ccc(C(c2ccccc2)C2CNCCN2)cc1, CCN(C(C)C)C(C)C, Cl, Cl. Reported procedure: To (4S,5R)-5-(3,5-bis-trifluoromethyl-phenyl)-4-methyl-oxazolidin-2-one (0.246 g, 0.79 mmol) in THF (10 mL) at mom temperature was added sodium hexamethyldisilazane (1M in THF; 1.02 mL, 1.02 mmol), and the reaction was stirred for 15 minutes. 2-Bromo-5-(trifluoromethyl)benzyl bromide (0.250 g, 0.79 mmol) was added, and the reaction was stirred overnight at room temperature. The mixture was worked-up with EtOAc and H2O, and the crude material was purified by silica gel chromatography to give the ... The product is FC(C=1C=C(C=C(C1)C(F)(F)F)[C@@H]1[C@@H](N(C(O1)=O)CC1=C(C=CC(=C1)C(F)(F)F)Br)C)(F)F ((4S,5R)-5-(3,5-Bis-trifluoromethyl-phenyl)-3-(2-bromo-5-trifluoromethyl-benzyl)-4-methyl-oxazolidin-2-one). The solvent is C1CCOC1 (THF), O (H2O). Starting materials: FC(C=1C=C(C=C(C1)C(F)(F)F)[C@@H]1[C@@H](NC(O1)=O)C)(F)F ((4S,5R)-5-(3,5-bis-trifluoromethyl-phenyl)-4-methyl-oxazolidin-2-one), C[Si](N[Si](C)(C)C)(C)C.[Na] (sodium hexamethyldisilazane), CCOC(=O)C (EtOAc), BrC1=C(CBr)C=C(C=C1)C(F)(F)F (2-Bromo-5-(trifluoromethyl)benzyl bromide). Run at time 15 minute. Reaction SMILES: [F:1][C:2]([F:21])([F:20])[C:3]1[CH:4]=[C:5]([C@H:13]2[O:17][C:16](=[O:18])[NH:15][C@H:14]2[CH3:19])[CH:6]=[C:7]([C:9]([F:12])([F:11])[F:10])[CH:8]=1.C[Si](C)(C)N[Si](C)(C)C.[Na].[Br:32][C:33]1[CH:40]=[CH:39][C:38]([C:41]([F:44])([F:43])[F:42])=[CH:37][C:34]=1[CH2:35]Br.CCOC(C)=O>C1COCC1.O>[F:21][C:2]([F:1])([F:20])[C:3]1[CH:4]=[C:5]([C@H:13]2[O:17][C:16](=[O:18])[N:15]([CH2:35][C:34]3[CH:37]=[C:38]([C:41]([F:42])([F:44])[F:43])[CH:39]=[CH:40][C:33]=3[Br:32])[C@H:14]2[CH3:19])[CH:6]=[C:7]([C:9]([F:10])([F:11])[F:12])[CH:8]=1 |f:1.2,^1:30|. The reactants are Cl (HCl), O1CCOCC1 (dioxane), C(C)(C)(C)OC(=O)NC1=C(N=C(S1)Br)C(=O)NC=1C=NN(C1N1CCC(CC(C1)(F)F)NC(OC(C)(C)C)=O)C (tert-butyl 1-(4-(5-(tert-butoxycabonyl-amino)-2-bromothiazole-4-carboxamido)-1-methyl-1H-pyrazol-5-yl)-6,6-difluoroazepan-4-ylcarbamate), FC1=C(C(=CC(=C1)OC)F)B(O)O (2,6-difluoro-4-methoxyphenylboronic acid), ClCCl (dichloromethane), C([O-])([O-])=O.[Na+].[Na+] (sodium carbonate). The reagents and catalysts are C1=CC=C(C=C1)P([C-]2C=CC=C2)C3=CC=CC=C3.C1=CC=C(C=C1)P([C-]2C=CC=C2)C3=CC=CC=C3.Cl[Pd]Cl.[Fe+2] ([1,1′-bis(diphenylphosphino)ferrocene]dichloropalladium(II)). Run in CO (MeOH), COC (dimethyl ether), O (water). Reaction conditions: temperature 120 celsius. Yields the product NC1=C(N=C(S1)C1=C(C=C(C=C1F)OC)F)C(=O)NC=1C=NN(C1N1CC(CC(CC1)N)(F)F)C (5-amino-N-[5-(5-amino-3,3-difluoro-azepan-1-yl)-1-methyl-pyrazol-4-yl]-2-(2,6-difluoro-4-methoxy-phenyl)thiazole-4-carboxamide). The yield is 6.3%. Reaction SMILES: C(OC([NH:8][C:9]1[S:13][C:12](Br)=[N:11][C:10]=1[C:15]([NH:17][C:18]1[CH:19]=[N:20][N:21]([CH3:40])[C:22]=1[N:23]1[CH2:29][C:28]([F:31])([F:30])[CH2:27][CH:26]([NH:32]C(=O)OC(C)(C)C)[CH2:25][CH2:24]1)=[O:16])=O)(C)(C)C.[F:41][C:42]1[CH:47]=[C:46]([O:48][CH3:49])[CH:45]=[C:44]([F:50])[C:43]=1B(O)O.ClCCl.C(=O)([O-])[O-].[Na+].[Na+].Cl.O1CCOCC1>COC.CO.C1C=CC(P(C2C=CC=CC=2)[C-]2C=CC=C2)=CC=1.C1C=CC(P(C2C=CC=CC=2)[C-]2C=CC=C2)=CC=1.Cl[Pd]Cl.[Fe+2].O>[NH2:8][C:9]1[S:13][C:12]([C:43]2[C:42]([F:41])=[CH:47][C:46]([O:48][CH3:49])=[CH:45][C:44]=2[F:50])=[N:11][C:10]=1[C:15]([NH:17][C:18]1[CH:19]=[N:20][N:21]([CH3:40])[C:22]=1[N:23]1[CH2:24][CH2:25][CH:26]([NH2:32])[CH2:27][C:28]([F:30])([F:31])[CH2:29]1)=[O:16] |f:3.4.5,10.11.12.13|. Reported procedure: To a solution of tert-butyl 1-(4-(5-(tert-butoxycabonyl-amino)-2-bromothiazole-4-carboxamido)-1-methyl-1H-pyrazol-5-yl)-6,6-difluoroazepan-4-ylcarbamate (200 mg, 0.31 mmol) in dimethyl ether (3 mL) was added 2,6-difluoro-4-methoxyphenylboronic acid (101 mg, 0.54 mmol), [1,1′-bis(diphenylphosphino)ferrocene]dichloropalladium(II), complex with dichloromethane (50 mg, 0.06 mmol), sodium carbonate (67 mg, 0.63 mmol) and water (1 mL). The mixture was degassed for 5 minutes before being heated in a mi...